The task is: describe an organic reaction: reactants, conditions, products, and yield. This data is from the Open Reaction Database (ORD), a public repository of structured organic reaction records. Reactants: ferric chloride, solid, ClC1=C2CN3C(=NC2=CC=C1)NC(C3)=O (6-chloro-1,2,3,5-tetrahydroimidazo[2,1-b]quinazolin-2-one), BrBr (bromine). Solvent: [N+](=O)([O-])C (nitromethane). Run at time 20 minute. Yields the product ClC1=C2CN3C(=NC2=CC=C1Br)NC(C3)=O (6-Chloro-7-bromo-1,2,3,5-tetrahydroimidazo[2,1-b]quinazolin-2-one). Isolated yield 78.0%. RXN SMILES: [Cl:1][C:2]1[CH:11]=[CH:10][CH:9]=[C:8]2[C:3]=1[CH2:4][N:5]1[CH2:14][C:13](=[O:15])[NH:12][C:6]1=[N:7]2.[Br:16]Br>[N+](C)([O-])=O>[Cl:1][C:2]1[C:11]([Br:16])=[CH:10][CH:9]=[C:8]2[C:3]=1[CH2:4][N:5]1[CH2:14][C:13](=[O:15])[NH:12][C:6]1=[N:7]2. Procedure details: To a solution of 1.30 g (8 mmole) of anhydrous ferric chloride in 30 ml of nitromethane was added 1.30 g (5 mmole) of solid 6-chloro-1,2,3,5-tetrahydroimidazo[2,1-b]quinazolin-2-one and 0.80 g (5 mmole) of bromine. The system was stoppered, warmed to 50° in an oil bath overnight, cooled to room temperature and the solvent removed in vacuo. The resulting solid was suspended in water (50 ml), the mixture made basic (pH 10) with sodium bicarbonate and stirred at room temperature for 20 min. The sol... Reactants: ClC1=CC=C(C=C1)S(=O)(=O)N1C2CC(CC1CCC2)=O (9-(4-chloro-benzenesulfonyl)-9-aza-bicyclo[3.3.1]nonan-3-one), C1CCOC1 (THF), C[Si]([N-][Si](C)(C)C)(C)C.[Li+] (lithium hexamethyldisilazide), C1CCOC1 (THF). Run at temperature -78 celsius, time 30 minute. Yields the product ClC1=CC=C(C=C1)S(=O)(=O)N1C2C(C(CC1CCC2)=O)CC (9-(4-chloro-benzenesulfonyl)-2-ethyl-9-aza-bicyclo[3.3.1]nonan-3-one). As a reaction SMILES: [Cl:1][C:2]1[CH:7]=[CH:6][C:5]([S:8]([N:11]2[CH:16]3[CH2:17][CH2:18][CH2:19][CH:12]2[CH2:13][C:14](=[O:20])[CH2:15]3)(=[O:10])=[O:9])=[CH:4][CH:3]=1.C[Si](C)(C)[N-][Si](C)(C)C.[Li+].[CH2:31]1COC[CH2:32]1>>[Cl:1][C:2]1[CH:3]=[CH:4][C:5]([S:8]([N:11]2[CH:16]3[CH2:17][CH2:18][CH2:19][CH:12]2[CH:13]([CH2:31][CH3:32])[C:14](=[O:20])[CH2:15]3)(=[O:9])=[O:10])=[CH:6][CH:7]=1 |f:1.2|. Procedure: To a stirring mixture of 9-(4-chloro-benzenesulfonyl)-9-aza-bicyclo[3.3.1]nonan-3-one (650 mg, 2.07 mmol) in THF (2 mL) at −78° C. was added lithium hexamethyldisilazide (LiHMDS) in THF (3.1 mL, 1.0 M in THF, 3.1 mmol) dropwise over 15 min. The resulting mixture was allowed to stir at −78° C. for 30 min before the addition of Etl (650 mg, 8.75 mmol). The reaction mixture was stirred at −78° C. for 2.5 h before it was allowed to warm up to room temperature for 15 min. The reaction mixture was que...